The task is: describe an organic reaction: reactants, conditions, products, and yield. This data is from the Open Reaction Database (ORD), a public repository of structured organic reaction records. The reactants are O=C([O-])O, CN(C)C=O, NN1CCOCC1, [Na+], C1COCCO1, O=C(O)C(O)(c1ccccc1)c1cccnc1. The product is O=C(NN1CCOCC1)C(O)(c1ccccc1)c1cccnc1. As a reaction SMILES: [C:25](=[O:26])([OH:27])[O-:28].[CH3:30][N:31]([CH3:32])[CH:33]=[O:34].[NH2:18][N:19]1[CH2:20][CH2:21][O:22][CH2:23][CH2:24]1.[Na+:29].[O:35]1[CH2:36][CH2:37][O:38][CH2:39][CH2:40]1.[OH:1][C:2]([C:3](=[O:4])[OH:5])([c:6]1[cH:7][n:8][cH:9][cH:10][cH:11]1)[c:12]1[cH:13][cH:14][cH:15][cH:16][cH:17]1>>[OH:1][C:2]([C:3](=[O:5])[NH:18][N:19]1[CH2:20][CH2:21][O:22][CH2:23][CH2:24]1)([c:6]1[cH:7][n:8][cH:9][cH:10][cH:11]1)[c:12]1[cH:13][cH:14][cH:15][cH:16][cH:17]1. Reactants: Cl.N[C@@H](C)C(=O)N (L-Alaninamide hydrochloride), O=C(CCC(=O)OCC)C (ethyl 4-oxopentanoate). The solvent is O (H2O). Product: C[C@H]1C(NC2(N1C(CC2)=O)C)=O ((3S)-3,7a-Dimethyl-2,5-dioxohexahydro-1H-pyrrolo[1,2-a1imidazole). RXN SMILES: Cl.[NH2:2][C@H:3]([C:5]([NH2:7])=[O:6])[CH3:4].O=[C:9]([CH3:17])[CH2:10][CH2:11][C:12](OCC)=[O:13]>O>[CH3:4][C@@H:3]1[N:2]2[C:12](=[O:13])[CH2:11][CH2:10][C:9]2([CH3:17])[NH:7][C:5]1=[O:6] |f:0.1|. Procedure: L-Alaninamide hydrochloride (20.7 g, 0.166 mol) and ethyl 4-oxopentanoate (20 g, 0.13 mol) were reacted together according to the procedure of Example 2 to give the title compound, 4.5 g (19.1%), m.p. 228°-230° C. (with decomposition), [alpha]D =+50.7° (c=3, H2O). NMR (CDCl3): deltaH =7.95 (bs, 1H, NH); 4.30 (q, J=8 Hz, 1H, CHCH3); 3.00-2.10 (c.a., 4H, CH2CH2); 1.60 (s, 3H, C--CH3 ; 1.45 (d, J=8 Hz, 3H, CH3CH). MS (E.I., 70 eV, 1.5 mA) m/z=168 (M+), 153 (M--CH3)+, 125 (M--CHNO)+, 112 (M--C3H4O)+... Reactants: C1(=CCCC1)CO ((cyclopent-1-en-1-yl)methanol), C1(=CC=C(C=C1)S(=O)(=O)Cl)C (para-toluenesulfonylchloride), N1=CC=CC=C1 (pyridine). Yields the product C=1(C(=CC=CC1)S(=O)(=O)OCC1=CCCC1)C ((Cyclopent-1-en-1-yl)methyl toluenesulfonate). Yield: 89.6%. As a reaction SMILES: [C:1]1([CH2:6][OH:7])[CH2:5][CH2:4][CH2:3][CH:2]=1.[C:8]1(C)[CH:13]=[CH:12][C:11]([S:14](Cl)(=[O:16])=[O:15])=[CH:10][CH:9]=1.N1C=CC=C[CH:20]=1>>[C:10]1([CH3:20])[C:11]([S:14]([O:7][CH2:6][C:1]2[CH2:5][CH2:4][CH2:3][CH:2]=2)(=[O:15])=[O:16])=[CH:12][CH:13]=[CH:8][CH:9]=1. Procedure details: A mixture of (cyclopent-1-en-1-yl)methanol (1.96 g, 20 mmol) and para-toluenesulfonylchloride (3.81 g, 20 mmol) were stirred at room temperature for 2 hrs in pyridine (30 ml). After the concentration of pyridine, the reaction residues were extracted with dichloromethane, washed 1N HCl, dried with MgSO4, concentrated and separated by the column chromatography to give the desirable product (4.52 g). Reactants: IC=1C=C(C=CC1)C=1NC=CC(N1)=O (2-(3-iodophenyl)-4(1H)-pyrimidinone), P(=O)(Cl)(Cl)Cl (phosphorus oxychloride). Procedure: A 32.9 g portion of 2-(3-iodophenyl)-4(1H)-pyrimidinone was stirred and refluxed in 123 ml. of phosphorus oxychloride for 2 hours, then cooled overnight and the solvent evaporated at 55° C. The residue was suspended in 400 ml of chloroform, then evaporated. This residue was taken up in 300 ml of chloroform, filtered and washed twice with 75 ml of chloroform. The combined filtrate and washes were evaporated giving 4-chloro-2-(3-iodophenyl)pyrimidine. Product: ClC1=NC(=NC=C1)C1=CC(=CC=C1)I (4-chloro-2-(3-iodophenyl)pyrimidine). As a reaction SMILES: [I:1][C:2]1[CH:3]=[C:4]([C:8]2[NH:9][CH:10]=[CH:11][C:12](=O)[N:13]=2)[CH:5]=[CH:6][CH:7]=1.P(Cl)(Cl)([Cl:17])=O>>[Cl:17][C:12]1[CH:11]=[CH:10][N:9]=[C:8]([C:4]2[CH:5]=[CH:6][CH:7]=[C:2]([I:1])[CH:3]=2)[N:13]=1.